The task is: describe an organic reaction: reactants, conditions, products, and yield. This data is from the Open Reaction Database (ORD), a public repository of structured organic reaction records. Starting materials: CC(C)(C)OC(=O)N1CCN(c2ncc[nH]c2=O)CC1, C1CCOC1, CC(C)(C)[O-], CS(=O)(=O)OCCCOc1cc(F)c(F)cc1F, [K+], O. Yields the product CC(C)(C)OC(=O)N1CCN(c2nccn(CCCOc3cc(F)c(F)cc3F)c2=O)CC1. RXN SMILES: [C:1]([CH3:2])([CH3:3])([CH3:4])[O:5][C:6](=[O:7])[N:8]1[CH2:9][CH2:10][N:11]([c:14]2[c:15](=[O:20])[nH:16][cH:17][cH:18][n:19]2)[CH2:12][CH2:13]1.[CH2:46]1[O:47][CH2:48][CH2:49][CH2:50]1.[CH3:21][C:22]([CH3:23])([O-:24])[CH3:25].[F:27][c:28]1[c:29]([O:30][CH2:31][CH2:32][CH2:33][O:34][S:35]([CH3:36])(=[O:37])=[O:38])[cH:39][c:40]([F:44])[c:41]([F:43])[cH:42]1.[K+:26].[OH2:45]>>[C:1]([CH3:2])([CH3:3])([CH3:4])[O:5][C:6](=[O:7])[N:8]1[CH2:9][CH2:10][N:11]([c:14]2[c:15](=[O:20])[n:16]([CH2:33][CH2:32][CH2:31][O:30][c:29]3[c:28]([F:27])[cH:42][c:41]([F:43])[c:40]([F:44])[cH:39]3)[cH:17][cH:18][n:19]2)[CH2:12][CH2:13]1. The reactants are BrC=1C=C(C=CC1)CC(=O)O ((3-bromophenyl)acetic acid), [H-].[Al+3].[Li+].[H-].[H-].[H-] (lithium aluminium hydride), O (water), [C@@H]([C@H](C(=O)[O-])O)(C(=O)[O-])O.[Na+].[K+] (Rochelle salt). Solvent: O1CCCC1 (tetrahydrofuran), O1CCCC1 (tetrahydrofuran). Run at time 30 minute. Yields the product BrC=1C=C(C=CC1)CCO (2-(3-bromophenyl)ethanol). As a reaction SMILES: [H-].[Al+3].[Li+].[H-].[H-].[H-].[Br:7][C:8]1[CH:9]=[C:10]([CH2:14][C:15](O)=[O:16])[CH:11]=[CH:12][CH:13]=1.O.[C@H](O)(C([O-])=O)[C@@H](O)C([O-])=O.[Na+].[K+]>O1CCCC1>[Br:7][C:8]1[CH:9]=[C:10]([CH2:14][CH2:15][OH:16])[CH:11]=[CH:12][CH:13]=1 |f:0.1.2.3.4.5,8.9.10|. Procedure details: To a suspension of lithium aluminium hydride in dry tetrahydrofuran (50 ml) was added (3-bromophenyl)acetic acid (10 g) in tetrahydrofuran (100 ml) under ice cooling. The mixture was refluxed for 2 hurs. After cooling, to the reaction mixture were added water and aqueous Rochelle salt. The mixture was stirred for another 30 min. Aqueous layer was extracted with ethyl acetate. The organic layer was dried over anhydrous magnesium sulfate, and concentrated in vacuo to give 2-(3-bromophenyl)ethanol.... RXN SMILES: [OH:1][CH2:2][CH2:3][CH2:4][C:5]([O-:7])=[O:6].[OH:8][CH2:9][CH2:10][C:11]([O-:13])=[O:12].[CH3:14][C:15]1(C)S[C@@H]2[C@H](NC([C@H](N)C3C=CC=CC=3)=O)[C:21](=[O:22])N2[C@H:16]1[C:34]([OH:36])=[O:35].C1C([C@@H:44]([OH:54])[C@H:45](NC(C(Cl)Cl)=O)[CH2:46][OH:47])=CC=C([N+]([O-])=O)C=1>>[OH:1][CH2:2][CH2:3][CH2:4][C:5]([O-:7])=[O:6].[OH:8][CH2:9][CH2:10][C:11]([O-:13])=[O:12].[C:34]([O-:36])(=[O:35])[CH:16]([CH3:15])[OH:47].[CH3:14][O:6][C:5](=[O:7])[CH2:4][CH2:3][CH2:2][OH:1].[CH3:21][O:22][C:44](=[O:54])[CH2:45][CH2:46][OH:47].[CH3:2][O:1][C:46](=[O:47])[CH:45]([CH3:44])[OH:8] |f:4.5.6|. The reactants are OCCCC(=O)[O-] (4-hydroxybutyrate), OCCC(=O)[O-] (3-hydroxypropionate), CC1([C@@H](N2[C@H](S1)[C@@H](C2=O)NC(=O)[C@@H](C=3C=CC=CC3)N)C(=O)O)C (ampicillin), C1=CC(=CC=C1[C@H]([C@@H](CO)NC(=O)C(Cl)Cl)O)[N+](=O)[O-] (chloramphenicol), OCCCC(=O)[O-] (4-HB), CC1([C@@H](N2[C@H](S1)[C@@H](C2=O)NC(=O)[C@@H](C=3C=CC=CC3)N)C(=O)O)C (ampicillin), C1=CC(=CC=C1[C@H]([C@@H](CO)NC(=O)C(Cl)Cl)O)[N+](=O)[O-] (chloramphenicol). Yields the product OCCCC(=O)[O-].OCCC(=O)[O-].C(C(O)C)(=O)[O-] (4-Hydroxybutyrate 3-hydroxypropionate lactate), COC(CCCO)=O (methyl-4-hydroxybutyrate), COC(CCO)=O (methyl-3-hydroxypropionate), COC(C(O)C)=O (methyl-lactate). Conditions: time 3 day. Reported procedure: 4-Hydroxybutyrate-3-hydroxypropionate-lactate terpolymer was prepared according to the method of example 2 except that the collected cells was anaerobically cultured for 3 days in MR medium further containing 2 g/L of 4-hydroxybutyrate (4-HB), 2 g/L of 3-hydroxypropionate (3-HP), 100 mg/L of ampicillin and 30 mg/L of chloramphenicol instead of MR medium further containing g/L of 4-HB, 100 mg/L of ampicillin and 30 mg/L of chloramphenicol. —As a result of the analysis, methyl-4-hydroxybutyrate, m... The reactants are CCc1cc(-c2ccc(S(=O)(=O)Cl)s2)c(C)[nH]c1=O, CNC. The product is CCc1cc(-c2ccc(S(=O)(=O)N(C)C)s2)c(C)[nH]c1=O. As a reaction SMILES: [CH2:1]([CH3:2])[c:3]1[cH:4][c:5](-[c:11]2[cH:12][cH:13][c:14]([S:16](=[O:17])(=[O:18])[Cl:19])[s:15]2)[c:6]([CH3:10])[nH:7][c:8]1=[O:9].[CH3:20][NH:21][CH3:22]>>[CH2:1]([CH3:2])[c:3]1[cH:4][c:5](-[c:11]2[cH:12][cH:13][c:14]([S:16](=[O:17])(=[O:18])[N:21]([CH3:20])[CH3:22])[s:15]2)[c:6]([CH3:10])[nH:7][c:8]1=[O:9].